Dataset: the Open Reaction Database (ORD), a public repository of structured organic reaction records. Task: describe an organic reaction: reactants, conditions, products, and yield Starting materials: Br (hydrobromic acid), CN(CCNC(=O)C1=CC=CC2=NC3=CC=C4C(=C3N=C12)C=CN=C4OC)C (4-Methoxypyrido[4,3-α]phenazine-11-carboxylic acid (2-dimethylamino-ethyl)-amide), C(=O)(O)[O-].[Na+] (NaHCO3). Solvent: CC(=O)O (AcOH). Yields the product CN(CCNC(=O)C1=CC=CC2=NC3=CC=C4C(=C3N=C12)C=CN=C4O)C (4-hydroxypyrido[4,3-α]phenazine-11-carboxylic acid (2-dimethylamino-ethyl)-amide). Isolated yield 31.1%. Reaction SMILES: [CH3:1][N:2]([CH3:28])[CH2:3][CH2:4][NH:5][C:6]([C:8]1[C:21]2[C:12](=[N:13][C:14]3[C:19]([N:20]=2)=[C:18]2[CH:22]=[CH:23][N:24]=[C:25]([O:26]C)[C:17]2=[CH:16][CH:15]=3)[CH:11]=[CH:10][CH:9]=1)=[O:7].Br.C([O-])(O)=O.[Na+]>CC(O)=O>[CH3:1][N:2]([CH3:28])[CH2:3][CH2:4][NH:5][C:6]([C:8]1[C:21]2[C:12](=[N:13][C:14]3[C:19]([N:20]=2)=[C:18]2[CH:22]=[CH:23][N:24]=[C:25]([OH:26])[C:17]2=[CH:16][CH:15]=3)[CH:11]=[CH:10][CH:9]=1)=[O:7] |f:2.3|. Procedure: 4-Methoxypyrido[4,3-α]phenazine-11-carboxylic acid (2-dimethylamino-ethyl)-amide (0.056 g, 0.16 mmol) was dissolved in glacial AcOH (5 mL) and hydrobromic acid (48/50% w w; (2 mL). The mixture was refluxed for 30 min, then cooled and neutralized with solid NaHCO3. The product was extracted into CH2Cl2 (3×25 mL) dried (Na2SO4) and evaporated to give 4-hydroxypyrido[4,3-α]phenazine-11-carboxylic acid (2-dimethylamino-ethyl)-amide (0.018 g, 33%): mp (CH2Cl2/hexane) 268-270° C. 1H NMR (CDCl3) δ 2.32... As a reaction SMILES: [OH:1][C:2]1[CH:16]=[CH:15][CH:14]=[CH:13][C:3]=1[C:4]([C:6]1[CH:11]=[CH:10][CH:9]=[CH:8][C:7]=1[OH:12])=[O:5].CS(C)=O.[OH-].[K+].Br[CH2:24][CH2:25][CH2:26][CH2:27][CH2:28][C:29]([O:31]CC)=[O:30]>Cl.C(OC)(C)(C)C>[OH:1][C:2]1[CH:16]=[CH:15][CH:14]=[CH:13][C:3]=1[C:4]([C:6]1[CH:11]=[CH:10][CH:9]=[CH:8][C:7]=1[O:12][CH2:24][CH2:25][CH2:26][CH2:27][CH2:28][C:29]([OH:31])=[O:30])=[O:5] |f:2.3|. The solvent is Cl (hydrochloric acid), Cl (hydrochloric acid), C(C)(C)(C)OC (methyl t-butyl ether). Procedure details: A 250 mL round bottom flask equipped with a magnetic stirrer bar and a reflux condenser was charged with 10.32 g (48.2 mmol) of 2,2′-dihydroxybenzophenone and 100 mL of dimethylsulfoxide (DMSO). Potassium hydroxide (2.91 g, 51.9 mmol) that had been ground to a powder was added to the clear solution. The reaction mixture was heated to 45° C., until most of the solid had dissolved. The resulting red slurry was treated with 8.80 mL (11.04 g, 49.5 mmol) of ethyl 6-bromohexanoate. After stirring for ... Starting materials: BrCCCCCC(=O)OCC (ethyl 6-bromohexanoate), OC1=C(C(=O)C2=C(C=CC=C2)O)C=CC=C1 (2,2′-dihydroxybenzophenone), CS(=O)C (dimethylsulfoxide), [OH-].[K+] (Potassium hydroxide), potassium trimethylsilanoate. The yield is 26.5%. Yields the product OC1=C(C(=O)C2=C(OCCCCCC(=O)O)C=CC=C2)C=CC=C1 (6-(2-(2-Hydroxybenzoyl)phenoxy)hexanoic acid). Run at temperature 45 celsius, time 20 hour. Starting materials: COC=1C=C2CCC(CC2=CC1)=O (6-methoxy-2-tetralone), N1CCCC1 (pyrrolidine), CO (methanol), C(C)I (ethyl iodide). The solvent is C1(=CC=CC=C1)C (toluene). Yields the product C(C)C1C(CCC2=CC(=CC=C12)OC)=O (1-Ethyl-6-methoxy-3,4-dihydro-1H-naphthalen-2-one). As a reaction SMILES: [CH3:1][O:2][C:3]1[CH:4]=[C:5]2[C:10](=[CH:11][CH:12]=1)[CH2:9][C:8](=[O:13])[CH2:7][CH2:6]2.N1CC[CH2:16][CH2:15]1.CO.C(I)C>C1(C)C=CC=CC=1>[CH2:15]([CH:9]1[C:10]2[C:5](=[CH:4][C:3]([O:2][CH3:1])=[CH:12][CH:11]=2)[CH2:6][CH2:7][C:8]1=[O:13])[CH3:16]. Reported procedure: A solution of 6-methoxy-2-tetralone (120.55 grams, 0.684 mol) and pyrrolidine (61 mL, 0.685 mol) in toluene (1.7 L) was heated to reflux using a Dean-Stark trap apparatus for 3 hours. After removal of the azeotroped water, the reaction mixture was cooled to room temperature and concentrated to a solid. To this solid was added methanol (1.2 L) and ethyl iodide (121 mL, 1.51 mol). The resulting solution was heated at reflux overnight and then concentrated under vacuum to remove methanol. A solutio... The reactants are CC1(C)Cc2c(Oc3ccc(S(C)(=O)=O)cc3)cc(C(=O)O)cc2O1, ClCCl, O=S(Cl)Cl. Yields the product CC1(C)Cc2c(Oc3ccc(S(C)(=O)=O)cc3)cc(C(=O)Cl)cc2O1. RXN SMILES: [CH3:1][S:2](=[O:3])(=[O:4])[c:5]1[cH:6][cH:7][c:8]([O:9][c:10]2[cH:11][c:12]([C:21](=[O:22])[OH:23])[cH:13][c:14]3[c:15]2[CH2:16][C:17]([CH3:19])([CH3:20])[O:18]3)[cH:24][cH:25]1.[Cl:26][CH2:27][Cl:28].[S:29]([Cl:30])([Cl:31])=[O:32]>>[CH3:1][S:2](=[O:3])(=[O:4])[c:5]1[cH:6][cH:7][c:8]([O:9][c:10]2[cH:11][c:12]([C:21](=[O:22])[Cl:26])[cH:13][c:14]3[c:15]2[CH2:16][C:17]([CH3:19])([CH3:20])[O:18]3)[cH:24][cH:25]1. Reactants: ClC1=CC(=C(N)C=C1[N+](=O)[O-])F (4-Chloro-2-fluoro-5-nitroaniline), C1(C2=C(C(=O)O1)CCCC2)=O (3,4,5,6-tetrahydrophthalic anhydride), resultant mixture, O (water). The solvent is C(C)(=O)O (acetic acid). The product is ClC1=CC(=C(C=C1[N+](=O)[O-])N1C(C2=C(C1=O)CCCC2)=O)F (N-(4-chloro-2-fluoro-5-nitrophenyl)-3,4,5,6-tetrahydrophthalimide). The yield is 61.8%. RXN SMILES: [Cl:1][C:2]1[C:8]([N+:9]([O-:11])=[O:10])=[CH:7][C:5]([NH2:6])=[C:4]([F:12])[CH:3]=1.[C:13]1(=O)[O:18][C:16](=[O:17])[C:15]2[CH2:19][CH2:20][CH2:21][CH2:22][C:14]1=2.O>C(O)(=O)C>[Cl:1][C:2]1[C:8]([N+:9]([O-:11])=[O:10])=[CH:7][C:5]([N:6]2[C:16](=[O:17])[C:15]3[CH2:19][CH2:20][CH2:21][CH2:22][C:14]=3[C:13]2=[O:18])=[C:4]([F:12])[CH:3]=1. Procedure: 4-Chloro-2-fluoro-5-nitroaniline (19 g) and 3,4,5,6-tetrahydrophthalic anhydride (15.2 g) were dissolved in acetic acid (50 ml) and refluxed for 6 hours. After being allowed to cool, the resultant mixture was poured into water and extracted with toluene. The toluene layer was washed with water, an aqueous sodium hydrogen carbonate solution and water in order, dried and concentrated. The residue was crystallized from ethanol to give 20 g of N-(4-chloro-2-fluoro-5-nitrophenyl)-3,4,5,6-tetrahydroph... Starting materials: CCCCCCCCc1ccc(N)cc1, CN(C)c1ccc(C=O)cc1. Yields the product CCCCCCCCc1ccc(NCc2ccc(N(C)C)cc2)cc1. Reaction SMILES: [CH2:12]([CH2:13][CH2:14][CH2:15][CH2:16][CH2:17][CH2:18][CH3:19])[c:20]1[cH:21][cH:22][c:23]([NH2:24])[cH:25][cH:26]1.[CH3:1][N:2]([c:3]1[cH:4][cH:5][c:6]([CH:7]=[O:8])[cH:9][cH:10]1)[CH3:11]>>[CH3:1][N:2]([c:3]1[cH:4][cH:5][c:6]([CH2:7][NH:24][c:23]2[cH:22][cH:21][c:20]([CH2:12][CH2:13][CH2:14][CH2:15][CH2:16][CH2:17][CH2:18][CH3:19])[cH:26][cH:25]2)[cH:9][cH:10]1)[CH3:11]. Starting materials: CCOP(=O)(C#N)OCC, CCCC(C(CC(C)C)C(=O)O)N(C=O)OC1CCCCO1, [Cl-], Cl, [Na+], CN(C)C=O, NC(CCCNCN=N[N+](=O)[O-])C(=O)Nc1nccs1. The product is CCCC(C(CC(C)C)C(=O)NC(CCCNCN=N[N+](=O)[O-])C(=O)Nc1nccs1)N(C=O)OC1CCCCO1. Reaction SMILES: [C:23]([P:24](=[O:25])([O:26][CH2:27][CH3:28])[O:29][CH2:30][CH3:31])#[N:32].[CH:1](=[O:2])[N:3]([CH:4]([CH:5]([C:6](=[O:7])[OH:8])[CH2:9][CH:10]([CH3:11])[CH3:12])[CH2:13][CH2:14][CH3:15])[O:16][CH:17]1[O:18][CH2:19][CH2:20][CH2:21][CH2:22]1.[Cl-:55].[ClH:33].[Na+:54].[O:56]=[CH:57][N:58]([CH3:59])[CH3:60].[s:34]1[c:35]([NH:39][C:40]([CH:41]([CH2:42][CH2:43][CH2:44][NH:45][CH2:46][N:47]=[N:48][N+:49](=[O:50])[O-:51])[NH2:52])=[O:53])[n:36][cH:37][cH:38]1>>[CH:1](=[O:2])[N:3]([CH:4]([CH:5]([C:6](=[O:8])[NH:52][CH:41]([C:40]([NH:39][c:35]1[s:34][cH:38][cH:37][n:36]1)=[O:53])[CH2:42][CH2:43][CH2:44][NH:45][CH2:46][N:47]=[N:48][N+:49](=[O:50])[O-:51])[CH2:9][CH:10]([CH3:11])[CH3:12])[CH2:13][CH2:14][CH3:15])[O:16][CH:17]1[O:18][CH2:19][CH2:20][CH2:21][CH2:22]1. The product is ClC1=NC=C(C=C1)CCl (2-chloro-5-chloromethylpyridine). As a reaction SMILES: [Cl:1][C:2]1[CH:7]=[CH:6][C:5]([CH3:8])=[CH:4][N:3]=1.[Cl:9]Cl>C(#N)C>[Cl:1][C:2]1[CH:7]=[CH:6][C:5]([CH2:8][Cl:9])=[CH:4][N:3]=1. Reactants: starting material, ClC1=NC=C(C=C1)C (2-chloro-5-methylpyridine), product, ClCl (chlorine). Procedure: 1 Mol of 2-chloro-5-methylpyridine and 128 g of acetonitrile are heated to reflux. The mixture is irradiated with UV light and chlorine gas is introduced in a slight excess. The reaction is terminated as soon as 0.37 mol of product has been formed. 0.46 Mol of starting material is simultaneously recovered. Based on the reacted starting material, a yield of 69% results. Isolated yield 69.0%. Run in C(C)#N (acetonitrile). Reaction SMILES: [C:23]([c:24]1[cH:25][cH:26][cH:27][cH:28][cH:29]1)(=[O:30])[Cl:31].[NH2:1][c:2]1[n:3][nH:4][c:5]2[cH:6][cH:7][c:8]([NH:11][S:12](=[O:13])(=[O:14])[c:15]3[cH:16][c:17]([F:22])[cH:18][c:19]([F:21])[cH:20]3)[cH:9][c:10]12.[cH:32]1[cH:33][cH:34][n:35][cH:36][cH:37]1>>[NH:1]([c:2]1[n:3][nH:4][c:5]2[cH:6][cH:7][c:8]([NH:11][S:12](=[O:13])(=[O:14])[c:15]3[cH:16][c:17]([F:22])[cH:18][c:19]([F:21])[cH:20]3)[cH:9][c:10]12)[C:23]([c:24]1[cH:25][cH:26][cH:27][cH:28][cH:29]1)=[O:30]. The reactants are O=C(Cl)c1ccccc1, Nc1n[nH]c2ccc(NS(=O)(=O)c3cc(F)cc(F)c3)cc12, c1ccncc1. Product: O=C(Nc1n[nH]c2ccc(NS(=O)(=O)c3cc(F)cc(F)c3)cc12)c1ccccc1. The reactants are [Cl-].[NH4+] (ammonium chloride), BrC=1N=C2C(=NC1Cl)NC(=C2)C2CC2 (2-Bromo-3-chloro-6-cyclopropyl-5H-pyrrolo[2,3-b]pyrazine), BrCCCCCCC(=O)OCC (ethyl 7-bromoheptanoate), C([O-])([O-])=O.[K+].[K+] (potassium carbonate). The solvent is CN(C)C=O (DMF). Conditions: time 5 minute. The product is C(C)OC(CCCCCCN1C(=CC=2C1=NC(=C(N2)Br)Cl)C2CC2)=O (7-(2-Bromo-3-chloro-6-cyclopropyl-pyrrolo[2,3-b]pyrazin-5-yl)-heptanoic acid ethyl ester). Reaction SMILES: [Br:1][C:2]1[N:3]=[C:4]2[CH:11]=[C:10]([CH:12]3[CH2:14][CH2:13]3)[NH:9][C:5]2=[N:6][C:7]=1[Cl:8].C(=O)([O-])[O-].[K+].[K+].Br[CH2:22][CH2:23][CH2:24][CH2:25][CH2:26][CH2:27][C:28]([O:30][CH2:31][CH3:32])=[O:29].[Cl-].[NH4+]>CN(C=O)C>[CH2:31]([O:30][C:28](=[O:29])[CH2:27][CH2:26][CH2:25][CH2:24][CH2:23][CH2:22][N:9]1[C:5]2=[N:6][C:7]([Cl:8])=[C:2]([Br:1])[N:3]=[C:4]2[CH:11]=[C:10]1[CH:12]1[CH2:14][CH2:13]1)[CH3:32] |f:1.2.3,5.6|. Reported procedure: 2-Bromo-3-chloro-6-cyclopropyl-5H-pyrrolo[2,3-b]pyrazine (step 1) (1.0 g, 3.696 mmol) in DMF (10 ml), cooled to 0° C. and degassed with argon, was treated with potassium carbonate (1.53 g, 10.88 mmol) and stirred for 5 minutes. The reaction mixture was then treated with ethyl 7-bromoheptanoate (960 mg, 4.066 mmol) and stirred at room temperature for 16 hours. Saturated aqueous ammonium chloride solution was added slowly at 0° C. and the mixture was extracted with diethyl ether. The organic porti...